This data is from the Open Reaction Database (ORD), a public repository of structured organic reaction records. The task is: describe an organic reaction: reactants, conditions, products, and yield Starting materials: BrC1=C(C=CC=C1)S(=O)(=O)CC(=O)N (2-((2-bromophenyl)sulfonyl)acetamide), ClCC(=O)N1CCOCC1 (2-chloro-1-morpholinoethanone). The product is BrC1=C(C=CC=C1)S(=O)(=O)CC(=O)N1CCOCC1 (2-((2-Bromophenyl)sulfonyl)-1-morpholinoethanone). RXN SMILES: [Br:1][C:2]1[CH:7]=[CH:6][CH:5]=[CH:4][C:3]=1[S:8]([CH2:11][C:12]([NH2:14])=[O:13])(=[O:10])=[O:9].ClCC(N1[CH2:24][CH2:23][O:22][CH2:21][CH2:20]1)=O>>[Br:1][C:2]1[CH:7]=[CH:6][CH:5]=[CH:4][C:3]=1[S:8]([CH2:11][C:12]([N:14]1[CH2:24][CH2:23][O:22][CH2:21][CH2:20]1)=[O:13])(=[O:10])=[O:9]. Procedure: The title compound was prepared in a manner similar to that described for 2-((2-bromophenyl)sulfonyl)acetamide using 2-chloro-1-morpholinoethanone in Step A. 1H NMR (600 MHz, DMSO-d6) δ 8.06-8.01 (m, 1H), 7.93-7.88 (m, 1H), 7.68-7.60 (m, 2H), 4.84 (s, 2H), 3.63-3.55 (m, 4H), 3.53-3.48 (dd, J=5.6, 4.0, 2H), 3.42-3.37 (d, J=5.2, 2H). Reactants: BrCCBr, O=C([O-])[O-], CCC(C)=O, [K+], [K+], O, Oc1ccc2c(c1)[nH]c1ccccc12. Product: BrCCOc1ccc2c(c1)[nH]c1ccccc12. RXN SMILES: [Br:21][CH2:22][CH2:23][Br:24].[C:15](=[O:16])([O-:17])[O-:18].[CH3:26][C:27](=[O:28])[CH2:29][CH3:30].[K+:19].[K+:20].[OH2:25].[OH:1][c:2]1[cH:3][c:4]2[nH:5][c:6]3[cH:7][cH:8][cH:9][cH:10][c:11]3[c:12]2[cH:13][cH:14]1>>[O:1]([c:2]1[cH:3][c:4]2[nH:5][c:6]3[cH:7][cH:8][cH:9][cH:10][c:11]3[c:12]2[cH:13][cH:14]1)[CH2:23][CH2:22][Br:21].